describe an organic reaction: reactants, conditions, products, and yield From a dataset of the Open Reaction Database (ORD), a public repository of structured organic reaction records. The reactants are Cc1cc(CCCCCBr)no1, Oc1ccc(C2=NCCO2)cc1Cl. Product: Cc1cc(CCCCCOc2ccc(C3=NCCO3)cc2Cl)no1. As a reaction SMILES: [Br:1][CH2:2][CH2:3][CH2:4][CH2:5][CH2:6][c:7]1[n:8][o:9][c:10]([CH3:12])[cH:11]1.[Cl:13][c:14]1[cH:15][c:16]([C:21]2=[N:25][CH2:24][CH2:23][O:22]2)[cH:17][cH:18][c:19]1[OH:20]>>[CH2:2]([CH2:3][CH2:4][CH2:5][CH2:6][c:7]1[n:8][o:9][c:10]([CH3:12])[cH:11]1)[O:20][c:19]1[c:14]([Cl:13])[cH:15][c:16]([C:21]2=[N:25][CH2:24][CH2:23][O:22]2)[cH:17][cH:18]1.